This data is from the Open Reaction Database (ORD), a public repository of structured organic reaction records. The task is: describe an organic reaction: reactants, conditions, products, and yield The reactants are O=C1NC2=C(CCN1C1CCN(CC1)C(=O)O[C@H](CC1=CC(=C(C=C1)OCOCC[Si](C)(C)C)Br)C(=O)OC)C=CC=C2 ((R)-2-[3-bromo-4-(2-trimethylsilanyl-ethoxy-methoxy)-phenyl]-1-methoxycarbonyl-ethyl 4-(2-oxo-1,2,4,5-tetrahydro-1,3-benzodiazepin-3-yl)-piperidine-1-carboxylate), S(O)(O)(=O)=O (sulphuric acid), crude product. Product: O=C1NC2=C(CCN1C1CCN(CC1)C(=O)O[C@H](CC1=CC(=C(C=C1)O)Br)C(=O)OC)C=CC=C2 ((R)-2-(3-bromo-4-hydroxy-phenyl)-1-methoxycarbonyl-ethyl 4-(2-oxo-1,2,4,5-tetrahydro-1,3-benzodiazepin-3-yl)-piperidine-1-carboxylate). As a reaction SMILES: [O:1]=[C:2]1[N:8]([CH:9]2[CH2:14][CH2:13][N:12]([C:15]([O:17][C@@H:18]([C:36]([O:38][CH3:39])=[O:37])[CH2:19][C:20]3[CH:25]=[CH:24][C:23]([O:26]COCC[Si](C)(C)C)=[C:22]([Br:35])[CH:21]=3)=[O:16])[CH2:11][CH2:10]2)[CH2:7][CH2:6][C:5]2[CH:40]=[CH:41][CH:42]=[CH:43][C:4]=2[NH:3]1.S(=O)(=O)(O)O>>[O:1]=[C:2]1[N:8]([CH:9]2[CH2:14][CH2:13][N:12]([C:15]([O:17][C@@H:18]([C:36]([O:38][CH3:39])=[O:37])[CH2:19][C:20]3[CH:25]=[CH:24][C:23]([OH:26])=[C:22]([Br:35])[CH:21]=3)=[O:16])[CH2:11][CH2:10]2)[CH2:7][CH2:6][C:5]2[CH:40]=[CH:41][CH:42]=[CH:43][C:4]=2[NH:3]1. Procedure details: Prepared analogously to Example 24g from 5.40 g (7.98 mmol) (R)-2-[3-bromo-4-(2-trimethylsilanyl-ethoxy-methoxy)-phenyl]-1-methoxycarbonyl-ethyl 4-(2-oxo-1,2,4,5-tetrahydro-1,3-benzodiazepin-3-yl)-piperidine-1-carboxylate and 7.7 mL (4.2 mmol) methanolic sulphuric acid (0.5 M). The crude product (5.44 g) was further reacted without purification. The reactants are CC(=O)[O-], CC(=O)O, O=C1OCc2c1c(Cl)nc1ccccc21, [Na+]. The product is O=C1OCc2c1cnc1ccccc21. As a reaction SMILES: [CH3:17][C:18](=[O:19])[O-:20].[CH3:21][C:22](=[O:23])[OH:24].[Cl:1][c:2]1[n:3][c:4]2[cH:5][cH:6][cH:7][cH:8][c:9]2[c:10]2[c:11]1[C:12](=[O:15])[O:13][CH2:14]2.[Na+:16]>>[cH:2]1[n:3][c:4]2[cH:5][cH:6][cH:7][cH:8][c:9]2[c:10]2[c:11]1[C:12](=[O:15])[O:13][CH2:14]2. The reactants are CC12CC=C3C4=C(CCC3C1CC=C2C(=O)C1CC1)CC(=O)CC4, C=C[Mg+], [Cl-]. Yields the product C=CC1CC2C3CCC4=C(CCC(=O)C4)C3=CCC2(C)C1C(=O)C1CC1. Reaction SMILES: [CH:1]1([C:4](=[O:5])[C:6]2=[CH:11][CH2:10][CH:9]3[C:7]2([CH3:8])[CH2:23][CH:22]=[C:21]2[CH:12]3[CH2:13][CH2:14][C:15]3=[C:20]2[CH2:19][CH2:18][C:17](=[O:24])[CH2:16]3)[CH2:2][CH2:3]1.[CH:26](=[CH2:27])[Mg+:28].[Cl-:25]>>[CH:1]1([C:4](=[O:5])[CH:6]2[C:7]3([CH3:8])[CH:9]([CH2:10][CH:11]2[CH:26]=[CH2:27])[CH:12]2[CH2:13][CH2:14][C:15]4=[C:20]([CH2:19][CH2:18][C:17](=[O:24])[CH2:16]4)[C:21]2=[CH:22][CH2:23]3)[CH2:2][CH2:3]1. The reactants are ClC=1C=C(C=CC1)CC(CC(=O)OC)C#N (methyl 4-(3-chlorophenyl)-3-cyanobutyrate). The reagents and catalysts are [Ni] (Raney's nickel). Product: ClC=1C=C(CC2CC(NC2)=O)C=CC1 (4-(3-chlorobenzyl)-2-pyrrolidinone). Reaction SMILES: [Cl:1][C:2]1[CH:3]=[C:4]([CH2:8][CH:9]([C:15]#[N:16])[CH2:10][C:11](OC)=[O:12])[CH:5]=[CH:6][CH:7]=1>[Ni]>[Cl:1][C:2]1[CH:3]=[C:4]([CH:5]=[CH:6][CH:7]=1)[CH2:8][CH:9]1[CH2:15][NH:16][C:11](=[O:12])[CH2:10]1. Reported procedure: In the same manner as Example 1-(d), 5 g of methyl 4-(3-chlorophenyl)-3-cyanobutyrate was reduced with Raney's nickel as the catalyst to obtain 4-(3-chlorobenzyl)-2-pyrrolidinone. The reactants are [Al+3], [Cl-], [Cl-], [Cl-], ClCCl, O=C1OC(=O)c2ccccc21, O, c1ccsc1. Product: O=C(O)c1ccccc1C(=O)c1cccs1. As a reaction SMILES: [Al+3:13].[Cl-:12].[Cl-:14].[Cl-:15].[Cl:22][CH2:23][Cl:24].[O:1]=[C:2]1[O:3][C:4](=[O:5])[c:6]2[cH:7][cH:8][cH:9][cH:10][c:11]21.[OH2:21].[cH:16]1[cH:17][cH:18][s:19][cH:20]1>>[O:1]=[C:2]([OH:3])[c:11]1[c:6]([C:4](=[O:5])[c:18]2[cH:17][cH:16][cH:20][s:19]2)[cH:7][cH:8][cH:9][cH:10]1. The reactants are C(C)(C)(C)OC(N[C@@H]1C[C@H](C1)CO)=O (trans-(3-hydroxymethyl-cyclobutyl)-carbamic acid tert-butyl ester), C(C)(C)(C)OC(N[C@@H]1C[C@H](C1)CO)=O (trans-(3-hydroxymethyl-cyclobutyl)-carbamic acid tert-butyl ester), 1,1,1-tris(acetyloxy)-1,1-dihydro-1,2-benzodioxol-3-(1H)-one. The solvent is ClCCl (dichloromethane). Conditions: time 3 hour. Product: C(C)(C)(C)OC(N[C@@H]1C[C@H](C1)C=O)=O (trans-(3-Formyl-cyclobutyl)-carbamic acid tert-butyl ester). The yield is 100.4%. As a reaction SMILES: [C:1]([O:5][C:6](=[O:14])[NH:7][C@H:8]1[CH2:11][C@H:10]([CH2:12][OH:13])[CH2:9]1)([CH3:4])([CH3:3])[CH3:2]>ClCCl>[C:1]([O:5][C:6](=[O:14])[NH:7][C@H:8]1[CH2:11][C@H:10]([CH:12]=[O:13])[CH2:9]1)([CH3:4])([CH3:2])[CH3:3]. Procedure: To a solution of trans-(3-hydroxymethyl-cyclobutyl)-carbamic acid tert-butyl ester (Compound 4a) (0.2 g; 1.0 mmol) in anhydrous dichloromethane (8.0 mL) at 0° C. was added 1,1,1-tris(acetyloxy)-1,1-dihydro-1,2-benzodioxol-3-(1H)-one (0.84 g; 2.0 mmol). The reaction was allowed to stir at room temperature under nitrogen for 3 h, before partitioning the reaction mixture between dichloromethane and brine. The organic layer was washed with brine, dried over Na2SO4, filtered, and the solvent evaporat... Product: crude product, C[C@H]1[C@@H](C2(CCCC2)CC=C1)C(CCC)=O (1-(rel-(6S,7R)-7-methylspiro[4.5]dec-8-en-6-yl)butan-1-one). Reactants: C[C@H]1[C@@H](C2(CCCC2)CC=C1)C(\C=C\C)=O ((E)-1-(rel-(6S,7R)-7-methylspiro[4.5]dec-8-en-6-yl)but-2-en-1-one), C1(=CC=CC=C1)P(C1=CC=CC=C1)C1=CC=CC=C1 (triphenylphosphine), O (water). RXN SMILES: O.C1(P(C2C=CC=CC=2)C2C=CC=CC=2)C=CC=CC=1.[CH3:21][C@@H:22]1[CH:31]=[CH:30][CH2:29][C:24]2([CH2:28][CH2:27][CH2:26][CH2:25]2)[C@H:23]1[C:32](=[O:36])/[CH:33]=[CH:34]/[CH3:35]>C1C=CC=CC=1>[CH3:21][C@@H:22]1[CH:31]=[CH:30][CH2:29][C:24]2([CH2:28][CH2:27][CH2:26][CH2:25]2)[C@H:23]1[C:32](=[O:36])[CH2:33][CH2:34][CH3:35]. Reported procedure: After argon bubbling, a mixture of benzene (70 ml) and water (0.15 ml) was treated with triphenylphosphine-cooper (I)-hydride hexamer (3.3 g, 1.68 mmol). The resulting mixture was stirred for five min., treated with a solution of (E)-1-(rel-(6S,7R)-7-methylspiro[4.5]dec-8-en-6-yl)but-2-en-1-one (2 g, 9.16 mmol) in benzene (10 ml) and stirred for 2 h at 20° C. The reaction mixture was then stirred for 30 min under air, filtered, and concentrated. FC (SiO2, hexane/MTBE 70:1) of the crude product (... Conditions: time 5 minute. The solvent is C1=CC=CC=C1 (benzene), C1=CC=CC=C1 (benzene). Yield: 39.6%. The reactants are sulfonamide, N1CCC(CC1)COC1=C2C(=NC(=NC2=CC=C1)N)N (5-(piperidin-4-ylmethoxy)quinazoline-2,4-diamine), FC1=C(C=CC(=C1)F)S(=O)(=O)Cl (2,4-difluorobenzenesulfonyl chloride). The product is FC1=C(C=CC(=C1)F)S(=O)(=O)C1(CCNCC1)COC1=C2C(=NC(=NC2=CC=C1)N)N (5-[4-(2,4-Difluorobenzenesulfonyl)-piperidin-4-ylmethoxy]quinazoline-2,4-diamine). Yield: 99.0%. RXN SMILES: [NH:1]1[CH2:6][CH2:5][CH:4]([CH2:7][O:8][C:9]2[CH:18]=[CH:17][CH:16]=[C:15]3[C:10]=2[C:11]([NH2:20])=[N:12][C:13]([NH2:19])=[N:14]3)[CH2:3][CH2:2]1.[F:21][C:22]1[CH:27]=[C:26]([F:28])[CH:25]=[CH:24][C:23]=1[S:29](Cl)(=[O:31])=[O:30]>>[F:21][C:22]1[CH:27]=[C:26]([F:28])[CH:25]=[CH:24][C:23]=1[S:29]([C:4]1([CH2:7][O:8][C:9]2[CH:18]=[CH:17][CH:16]=[C:15]3[C:10]=2[C:11]([NH2:20])=[N:12][C:13]([NH2:19])=[N:14]3)[CH2:5][CH2:6][NH:1][CH2:2][CH2:3]1)(=[O:31])=[O:30]. Procedure details: The sulfonamide was obtained by reacting 5-(piperidin-4-ylmethoxy)quinazoline-2,4-diamine (50 mg; 0.18 mmol) and 2,4-difluorobenzenesulfonyl chloride (79 mg; 0.37 mmol) via Method AA to yield 80 mg. (99% yield). 1HNMR (400 MHz, DMSO-d6) δ 7.86 (m, 1H), 7.61 (m, 1H), 7.33 (m, 2H), 7.12 (br s, 2H), 6.75 (d, J=8.0 Hz, 1H), 6.51 (d, J=7.6 Hz, 1H), 5.93 (br s, 2H), 3.97 (d, J=6.0 Hz, 2H), 3.71 (br d, J=12.0 Hz, 2H), 2.56 (t, J=12 Hz, 2H), 2.0 (s, 1H), 1.85 (d, J=10.4 Hz, 2H), 1.34 (m, 2H). MS m/z (ES... The reactants are C[C@@H]1CN(C[C@@H](N1)C)CC(=O)NC1=C2C=CC=NC2=CC=C1 (Cis-2-(3,5-Dimethyl-piperazin-1-yl)-N-(quinolin-5-yl)acetamide), C(#N)C1=CC=C(C=C1)S(=O)(=O)Cl (4-cyanobenzenesulphonyl chloride). Yields the product C[C@@H]1CN(C[C@@H](N1S(=O)(=O)C1=CC=C(C=C1)C#N)C)CC(=O)NC1=C2C=CC=NC2=CC=C1 (Cis-2-(3,5-Dimethyl-4-(4-cyanobenzenesulphonyl)piperazin-1-yl)-N-(quinolin-5-yl)acetamide). RXN SMILES: [CH3:1][C@H:2]1[NH:7][C@@H:6]([CH3:8])[CH2:5][N:4]([CH2:9][C:10]([NH:12][C:13]2[CH:22]=[CH:21][CH:20]=[C:19]3[C:14]=2[CH:15]=[CH:16][CH:17]=[N:18]3)=[O:11])[CH2:3]1.[C:23]([C:25]1[CH:30]=[CH:29][C:28]([S:31](Cl)(=[O:33])=[O:32])=[CH:27][CH:26]=1)#[N:24]>>[CH3:1][C@H:2]1[N:7]([S:31]([C:28]2[CH:27]=[CH:26][C:25]([C:23]#[N:24])=[CH:30][CH:29]=2)(=[O:33])=[O:32])[C@@H:6]([CH3:8])[CH2:5][N:4]([CH2:9][C:10]([NH:12][C:13]2[CH:22]=[CH:21][CH:20]=[C:19]3[C:14]=2[CH:15]=[CH:16][CH:17]=[N:18]3)=[O:11])[CH2:3]1. Procedure details: The title compound was prepared from the product of Example 58 step (i) (0.503 mmol) and 4-cyanobenzenesulphonyl chloride (0.503 mmol) by the method of Example 58 step (ii) as a white solid. Yield: 4 mg The reactants are CC(C(=O)NC1=C(C2=C(OCO2)C=C1)S(N)(=O)=O)(C)C (2,2-dimethyl-N-(4-sulfamoyl-benzo[1,3]dioxol-5-yl)-propionamide). Solvent: COCCOC (1,2 dimethoxyethan), Cl (HCl). The product is NC1=C(C2=C(OCO2)C=C1)S(=O)(=O)N (5-amino-benzo[1,3]dioxole-4-sulfonic acid amide). Reaction SMILES: CC(C)(C)C([NH:5][C:6]1[CH:14]=[CH:13][C:9]2[O:10][CH2:11][O:12][C:8]=2[C:7]=1[S:15](=[O:18])(=[O:17])[NH2:16])=O>COCCOC.Cl>[NH2:5][C:6]1[CH:14]=[CH:13][C:9]2[O:10][CH2:11][O:12][C:8]=2[C:7]=1[S:15]([NH2:16])(=[O:18])=[O:17]. Procedure: A solution of 2,2-dimethyl-N-(4-sulfamoyl-benzo[1,3]dioxol-5-yl)-propionamide (800 mg, 2.7 mmol) in 1,2 dimethoxyethan (15 ml) and conc. HCl (15 ml) is stirred at 90° C. for 5 h. The pH is adjusted to 10, the mixture extracted with EtOAc and washed with brine, followed by drying (Na2SO4), evaporation of volatiles and crystallization (CH2Cl2/MeOH) which affords 5-amino-benzo[1,3]dioxole-4-sulfonic acid amide.